From a dataset of the Open Reaction Database (ORD), a public repository of structured organic reaction records. describe an organic reaction: reactants, conditions, products, and yield Reactants: O=C([O-])[O-], CN(C)C=O, ClCc1ccccn1, Cl, Cc1ccc(CC2CNCCN2C(=O)c2cc(C(F)(F)F)cc(C(F)(F)F)c2)cc1C, [K+], [K+], O. Yields the product Cc1ccc(CC2CN(Cc3ccccn3)CCN2C(=O)c2cc(C(F)(F)F)cc(C(F)(F)F)c2)cc1C, Cl, Cl. RXN SMILES: [C:1](=[O:2])([O-:3])[O-:4].[CH3:48][N:49]([CH3:50])[CH:51]=[O:52].[Cl:8][CH2:9][c:10]1[n:11][cH:12][cH:13][cH:14][cH:15]1.[ClH:7].[F:16][C:17]([c:18]1[cH:19][c:20]([C:21](=[O:22])[N:23]2[CH:24]([CH2:29][c:30]3[cH:31][c:32]([CH3:37])[c:33]([CH3:36])[cH:34][cH:35]3)[CH2:25][NH:26][CH2:27][CH2:28]2)[cH:38][c:39]([C:41]([F:42])([F:43])[F:44])[cH:40]1)([F:45])[F:46].[K+:5].[K+:6].[OH2:47]>>[CH2:9]([c:10]1[n:11][cH:12][cH:13][cH:14][cH:15]1)[N:26]1[CH2:25][CH:24]([CH2:29][c:30]2[cH:31][c:32]([CH3:37])[c:33]([CH3:36])[cH:34][cH:35]2)[N:23]([C:21]([c:20]2[cH:19][c:18]([C:17]([F:16])([F:45])[F:46])[cH:40][c:39]([C:41]([F:42])([F:43])[F:44])[cH:38]2)=[O:22])[CH2:28][CH2:27]1.[ClH:7].[ClH:8]. The reactants are C=CCCC(CCC=C)(C(=O)OCC)c1cccs1, ClCCl. Yields the product CCOC(=O)C1(c2cccs2)CCC=CCC1. As a reaction SMILES: [CH2:1]([CH3:2])[O:3][C:4]([C:5]([CH2:6][CH2:7][CH:8]=[CH2:9])([c:10]1[s:11][cH:12][cH:13][cH:14]1)[CH2:15][CH2:16][CH:17]=[CH2:18])=[O:19].[Cl:20][CH2:21][Cl:22]>>[CH2:1]([CH3:2])[O:3][C:4]([C:5]1([c:10]2[s:11][cH:12][cH:13][cH:14]2)[CH2:6][CH2:7][CH:18]=[CH:17][CH2:16][CH2:15]1)=[O:19]. Reaction SMILES: [CH2:29]([Cl:30])[Cl:31].[CH3:21][O:22][S:23]([O:24][CH3:25])(=[O:26])=[O:27].[CH:3](=[O:4])[c:5]1[c:6]([OH:20])[c:7]2[c:12]([cH:13][c:14]1[CH3:15])[C:11]([CH3:16])([CH3:17])[CH2:10][CH2:9][C:8]2([CH3:18])[CH3:19].[Na+:2].[OH-:1].[OH2:28]>>[CH:3](=[O:4])[c:5]1[c:6]([O:20][CH3:21])[c:7]2[c:12]([cH:13][c:14]1[CH3:15])[C:11]([CH3:16])([CH3:17])[CH2:10][CH2:9][C:8]2([CH3:18])[CH3:19]. Product: COc1c(C=O)c(C)cc2c1C(C)(C)CCC2(C)C. The reactants are ClCCl, COS(=O)(=O)OC, Cc1cc2c(c(O)c1C=O)C(C)(C)CCC2(C)C, [Na+], [OH-], O. Starting materials: CCN(C(C)C)C(C)C, O=C(Cl)C(=O)Cl, ClCCl, COc1c(N)cc(C(C)(C)C)cc1NS(C)(=O)=O, O=C(O)C(=O)c1ccc(Oc2ccnc(N3CCOCC3)n2)c2ccccc12, CN(C)C=O. The product is COc1c(NC(=O)C(=O)c2ccc(Oc3ccnc(N4CCOCC4)n3)c3ccccc23)cc(C(C)(C)C)cc1NS(C)(=O)=O. RXN SMILES: [CH:53]([N:54]([CH2:55][CH3:56])[CH:57]([CH3:58])[CH3:59])([CH3:60])[CH3:61].[Cl:29][C:30]([C:31]([Cl:32])=[O:33])=[O:34].[Cl:62][CH2:63][Cl:64].[NH2:35][c:36]1[c:37]([O:51][CH3:52])[c:38]([NH:46][S:47](=[O:48])(=[O:49])[CH3:50])[cH:39][c:40]([C:42]([CH3:43])([CH3:44])[CH3:45])[cH:41]1.[O:1]1[CH2:2][CH2:3][N:4]([c:7]2[n:8][cH:9][cH:10][c:11]([O:13][c:14]3[cH:15][cH:16][c:17]([C:24]([C:25](=[O:26])[OH:27])=[O:28])[c:18]4[cH:19][cH:20][cH:21][cH:22][c:23]34)[n:12]2)[CH2:5][CH2:6]1.[O:65]=[CH:66][N:67]([CH3:68])[CH3:69]>>[O:1]1[CH2:2][CH2:3][N:4]([c:7]2[n:8][cH:9][cH:10][c:11]([O:13][c:14]3[cH:15][cH:16][c:17]([C:24]([C:25](=[O:27])[NH:35][c:36]4[c:37]([O:51][CH3:52])[c:38]([NH:46][S:47](=[O:48])(=[O:49])[CH3:50])[cH:39][c:40]([C:42]([CH3:43])([CH3:44])[CH3:45])[cH:41]4)=[O:28])[c:18]4[cH:19][cH:20][cH:21][cH:22][c:23]34)[n:12]2)[CH2:5][CH2:6]1. Reactants: ClC=1C=CC(=C(C1)C(=O)C1=C(C=CC(=C1)C(F)(F)F)NC(CCl)=O)OC (N-[2-[(5-chloro-2-methoxyphenyl)carbonyl]-4-(trifluoromethyl)phenyl]chloroacetamide), N1=CC=CC=C1 (pyridine), pyridinium salt. Run in C1=CC=CC=C1 (benzene). Product: NC=1C(NC2=CC=C(C=C2C1C1=C(C=CC(=C1)Cl)OC)C(F)(F)F)=O (3-Amino-4-(5-chloro-2-methoxyphenyl)-6-(trifluoromethyl)quinolin-2(1H)-one). The yield is 98.0%. Reaction SMILES: [Cl:1][C:2]1[CH:3]=[CH:4][C:5]([O:25][CH3:26])=[C:6]([C:8]([C:10]2[CH:15]=[C:14]([C:16]([F:19])([F:18])[F:17])[CH:13]=[CH:12][C:11]=2[NH:20][C:21](=[O:24])[CH2:22]Cl)=O)[CH:7]=1.[N:27]1C=CC=CC=1>C1C=CC=CC=1>[NH2:27][C:22]1[C:21](=[O:24])[NH:20][C:11]2[C:10]([C:8]=1[C:6]1[CH:7]=[C:2]([Cl:1])[CH:3]=[CH:4][C:5]=1[O:25][CH3:26])=[CH:15][C:14]([C:16]([F:18])([F:17])[F:19])=[CH:13][CH:12]=2. Procedure: A mechanically stirred solution of N-[2-[(5-chloro-2-methoxyphenyl)carbonyl]-4-(trifluoromethyl)phenyl]chloroacetamide (12.2 g, 0.03 mol) in anhydrous pyridine (150 mL) was heated to reflux for 20-25 min. The resultant suspension of the pyridinium salt was allowed to cool and then diluted with benzene (100 mL). The pyridinium salt was filtered, washed with benzene and then dried in vacuo to afford the desired titled compound (13.75 g, 98%): mp 325-330° C. (dec.); IR (KBr, cm-1) 1678,1322,1270,11... Reactants: C1=NC=CC2=CC(=CC=C12)C1=NN=C(S1)NC(=O)[C@@H]1N(CC[C@@H]1C1=CC=CC=C1)C(=O)OC(C)(C)C ((±)-cis-tert-butyl 2-((5-(isoquinolin-6-yl)-1,3,4-thiadiazol-2-yl)carbamoyl)-3-phenylpyrrolidine-1-carboxylate), C(=O)(C(F)(F)F)O (TFA). Run in C(Cl)Cl (DCM). Run at time 1 hour. Yields the product C1=NC=CC2=CC(=CC=C12)C1=NN=C(S1)NC(=O)[C@@H]1NCC[C@@H]1C1=CC=CC=C1 ((±)-cis-N-(5-(isoquinolin-6-yl)-1,3,4-thiadiazol-2-yl)-3-phenylpyrrolidine-2-carboxamide). Isolated yield 6.8%. RXN SMILES: [CH:1]1[C:10]2[C:5](=[CH:6][C:7]([C:11]3[S:15][C:14]([NH:16][C:17]([C@H:19]4[C@@H:23]([C:24]5[CH:29]=[CH:28][CH:27]=[CH:26][CH:25]=5)[CH2:22][CH2:21][N:20]4C(OC(C)(C)C)=O)=[O:18])=[N:13][N:12]=3)=[CH:8][CH:9]=2)[CH:4]=[CH:3][N:2]=1.C(O)(C(F)(F)F)=O>C(Cl)Cl>[CH:1]1[C:10]2[C:5](=[CH:6][C:7]([C:11]3[S:15][C:14]([NH:16][C:17]([C@H:19]4[C@@H:23]([C:24]5[CH:29]=[CH:28][CH:27]=[CH:26][CH:25]=5)[CH2:22][CH2:21][NH:20]4)=[O:18])=[N:13][N:12]=3)=[CH:8][CH:9]=2)[CH:4]=[CH:3][N:2]=1. Procedure: To a stirred mixture of (±)-cis-tert-butyl 2-((5-(isoquinolin-6-yl)-1,3,4-thiadiazol-2-yl)carbamoyl)-3-phenylpyrrolidine-1-carboxylate (54 mg, 0.11 mmol) in DCM (3.0 mL) was added TFA (3.0 mL). The mixture was stirred at room temperature for 1 hour. The reaction mixture was concentrated. The crude residue was purified by flash column chromatography (eluting with a gradient of DCM to DCM containing 5% of 10% MeOH in ammonia) to provide (±)-cis-N-(5-(isoquinolin-6-yl)-1,3,4-thiadiazol-2-yl)-3-phen... The reactants are CC(C)NO, O=Cc1oc(S(=O)(=O)O)cc1S(=O)(=O)O, [Na], [Na]. Product: CC(C)[N+]([O-])=Cc1oc(S(=O)(=O)O)cc1S(=O)(=O)O. RXN SMILES: [CH:18]([CH3:19])([CH3:20])[NH:21][OH:22].[CH:3](=[O:4])[c:5]1[c:6]([S:14](=[O:15])(=[O:16])[OH:17])[cH:7][c:8]([S:10](=[O:11])(=[O:12])[OH:13])[o:9]1.[Na:1].[Na:2]>>[CH:3]([c:5]1[c:6]([S:14](=[O:15])(=[O:16])[OH:17])[cH:7][c:8]([S:10](=[O:11])(=[O:12])[OH:13])[o:9]1)=[N+:21]([CH:18]([CH3:19])[CH3:20])[O-:22].